The task is: describe an organic reaction: reactants, conditions, products, and yield. This data is from the Open Reaction Database (ORD), a public repository of structured organic reaction records. Starting materials: C(CC#N)#N (malononitrile), ice, [OH-].[Na+] (sodium hydroxide), C(C)(=O)OC1=C(C(=O)Cl)C=CC=C1 (2-acetoxy benzoyl chloride), Cl (HCl), C(CC#N)#N (malononitrile), [OH-].[Na+] (sodium hydroxide), [OH-].[K+] (potassium hydroxide). Run at temperature 40 celsius, time 10 minute. Yields the product NC=1OC2=C(C(C1C#N)=O)C=CC=C2 (2-amino-4-oxo-4H-1-benzopyran-3-carbonitrile). As a reaction SMILES: [C:1](#[N:5])[CH2:2][C:3]#[N:4].[OH-].[Na+].C([O:11][C:12]1[CH:20]=[CH:19][CH:18]=[CH:17][C:13]=1[C:14](Cl)=[O:15])(=O)C.[OH-].[K+].Cl>>[NH2:4][C:3]1[O:11][C:12]2[CH:20]=[CH:19][CH:18]=[CH:17][C:13]=2[C:14](=[O:15])[C:2]=1[C:1]#[N:5] |f:1.2,4.5|. Procedure: -- A mixture of 6.6 g (0.1 mole) of malononitrile, 50 g of ice, 5 ml of 20% sodium hydroxide and 9.9 g (0.5 mole) of 2-acetoxy benzoyl chloride is stirred vigorously for 10 minutes. Second portions of malononitrile and 20% sodium hydroxide are added, the mixture is stirred another 10 minutes, then warmed to 40°C. With stirring, there is added 50% potassium hydroxide solution in 5 ml increments until the solution becomes clear. The solution is cooled, acidified with conc. HCl, and the solid filte... Starting materials: BrC1=CC=C(C(=O)OCC)C=C1 (ethyl 4-bromobenzoate), C(#C)[Si](C)(C)C (ethynyl trimethylsilane), C(C)(C)NC(C)C (diisopropylamine), cuprous iodide. The reagents and catalysts are [Pd](Cl)Cl.C1(=CC=CC=C1)P(C1=CC=CC=C1)C1=CC=CC=C1.C1(=CC=CC=C1)P(C1=CC=CC=C1)C1=CC=CC=C1 (bis(triphenylphosphine) palladium(II) chloride). Solvent: C1CCOC1 (THF). The product is C[Si](C)(C)C#CC1=CC=C(C(=O)OCC)C=C1 (ethyl 4-[(trimethylsilyl)ethynyl]benzoate). Isolated yield 73.0%. Reaction SMILES: Br[C:2]1[CH:12]=[CH:11][C:5]([C:6]([O:8][CH2:9][CH3:10])=[O:7])=[CH:4][CH:3]=1.[C:13]([Si:15]([CH3:18])([CH3:17])[CH3:16])#[CH:14].C(NC(C)C)(C)C>C1COCC1.[Pd](Cl)Cl.C1(P(C2C=CC=CC=2)C2C=CC=CC=2)C=CC=CC=1.C1(P(C2C=CC=CC=2)C2C=CC=CC=2)C=CC=CC=1>[CH3:16][Si:15]([C:13]#[C:14][C:2]1[CH:12]=[CH:11][C:5]([C:6]([O:8][CH2:9][CH3:10])=[O:7])=[CH:4][CH:3]=1)([CH3:18])[CH3:17] |f:4.5.6|. Reported procedure: A mixture of ethyl 4-bromobenzoate (1.5 g, 6.55 mmol), ethynyl trimethylsilane (965 mg, 9.82 mmol), diisopropylamine (1.39 g, 13.7 mmol), cuprous iodide(25 mg, 0.131 mmol), and bis(triphenylphosphine) palladium(II) chloride (184 mg, 0.262 mmol) was heated at 45° C. for 4 h in dry THF (10 ml) under argon atmosphere. The reaction was quenched by the addition of water, and the mixture was extracted with ethyl acetate. The organic layer was washed with brine, dried over sodium sulfate and concentrat... Reactants: Cl.NO (hydroxylamine hydrochloride), C(C)(=O)[O-].[Na+] (sodium acetate), FC1=C(C=CC=C1)C(COC(C(F)(F)F)C=C)=O (1-(2-fluorophenyl)-2-(1,1,1-trifluorobut-3-en-2-yloxy)ethanone). Run in CO (MeOH), CO (MeOH). Run at temperature 45 celsius. The product is FC1=C(C=CC=C1)C(COC(C(F)(F)F)C=C)=NO (1-(2-Fluorophenyl)-2-(1,1,1-trifluorobut-3-en-2-yloxy)ethanone oxime). Isolated yield 97.6%. RXN SMILES: Cl.[NH2:2][OH:3].C([O-])(=O)C.[Na+].[F:9][C:10]1[CH:15]=[CH:14][CH:13]=[CH:12][C:11]=1[C:16](=O)[CH2:17][O:18][CH:19]([CH:24]=[CH2:25])[C:20]([F:23])([F:22])[F:21]>CO>[F:9][C:10]1[CH:15]=[CH:14][CH:13]=[CH:12][C:11]=1[C:16](=[N:2][OH:3])[CH2:17][O:18][CH:19]([CH:24]=[CH2:25])[C:20]([F:23])([F:22])[F:21] |f:0.1,2.3|. Reported procedure: To a reactor was added hydroxylamine hydrochloride (0.34 kg, 4.95 mol), sodium acetate (0.47 kg, 5.70 mol) and MeOH (2.68 L). To this suspension was charged a solution of 1-(2-fluorophenyl)-2-(1,1,1-trifluorobut-3-en-2-yloxy)ethanone (0.998 kg, 3.806 mol) in MeOH (1.8 L) and the reaction mixture was heated to 40−50° C. Upon completion (ca. 2 h) the reaction mixture was cooled to rt, and filtered over Celite (0.5 wt) and rinsed with EtOAc (3.0 L). The filtrate was concentrated under vacuum and to... Starting materials: CC1=NC(=C(C(N1)=O)CC#C)C1=CC=CC=C1 (2-methyl-6-phenyl-5-propargyl-4(3H)-pyrimidinone), C([O-])([O-])=O.[K+].[K+] (potassium carbonate), CI (methyl iodide), C(C)C(=O)C (methyl ethyl ketone). The solvent is O (water). The product is CC1=NC(=C(C(N1C)=O)CC#C)C1=CC=CC=C1 (2,3-dimethyl-6-phenyl-5-propargyl-4(3H)-pyrimidinone). Isolated yield 87.6%. As a reaction SMILES: [CH3:1][C:2]1[NH:7][C:6](=[O:8])[C:5]([CH2:9][C:10]#[CH:11])=[C:4]([C:12]2[CH:17]=[CH:16][CH:15]=[CH:14][CH:13]=2)[N:3]=1.[C:18](=O)([O-])[O-].[K+].[K+].CI.C(C(C)=O)C>O>[CH3:1][C:2]1[N:7]([CH3:18])[C:6](=[O:8])[C:5]([CH2:9][C:10]#[CH:11])=[C:4]([C:12]2[CH:13]=[CH:14][CH:15]=[CH:16][CH:17]=2)[N:3]=1 |f:1.2.3|. Procedure: A mixture of 0.76 g (3.4 mmol) of 2-methyl-6-phenyl-5-propargyl-4(3H)-pyrimidinone, 0.72 g (5.2 mmol) of anhydrous potassium carbonate, 0.32 mL (5.1 mmol) of methyl iodide and 20 mL of methyl ethyl ketone was heated at reflux for 6 h. The mixture was cooled, diluted with 40 mL of water and extracted with two 60 mL portions of ethyl acetate. The ethyl acetate extracts were dried and rotovaped to leave 0.75 g of crude product. This material was purified by flash chromatography on silica gel to aff...